Dataset: the Open Reaction Database (ORD), a public repository of structured organic reaction records. Task: describe an organic reaction: reactants, conditions, products, and yield Starting materials: [Si](C)(C)(C(C)(C)C)OCC1NCC=2N(C1)N=C(C2C(=O)OCC)I (Ethyl 6-(((tert-butyldimethylsilyl)oxy)methyl)-2-iodo-4,5,6,7-tetrahydropyrazolo[1,5-a]pyrazine-3-carboxylate), N(=C=O)C1=CC=C(C#N)C=C1 (4-isocyanatobenzonitrile). Run in C1CCOC1 (THF). Reaction conditions: time 8 hour. Yields the product [Si](C)(C)(C(C)(C)C)OCC1N(CC=2N(C1)N=C(C2C(=O)OCC)I)C(NC2=CC=C(C=C2)C#N)=O (Ethyl 6-(((tert-butyldimethylsilyl)oxy)methyl)-5-((4-cyanophenyl) carbamoyl)-2-iodo-4,5,6,7-tetrahydropyrazolo[1,5-a]pyrazine-3-carboxylate). Isolated yield 38.2%. Reaction SMILES: [Si:1]([O:8][CH2:9][CH:10]1[CH2:15][N:14]2[N:16]=[C:17]([I:24])[C:18]([C:19]([O:21][CH2:22][CH3:23])=[O:20])=[C:13]2[CH2:12][NH:11]1)([C:4]([CH3:7])([CH3:6])[CH3:5])([CH3:3])[CH3:2].[N:25]([C:28]1[CH:35]=[CH:34][C:31]([C:32]#[N:33])=[CH:30][CH:29]=1)=[C:26]=[O:27]>C1COCC1>[Si:1]([O:8][CH2:9][CH:10]1[CH2:15][N:14]2[N:16]=[C:17]([I:24])[C:18]([C:19]([O:21][CH2:22][CH3:23])=[O:20])=[C:13]2[CH2:12][N:11]1[C:26](=[O:27])[NH:25][C:28]1[CH:29]=[CH:30][C:31]([C:32]#[N:33])=[CH:34][CH:35]=1)([C:4]([CH3:7])([CH3:6])[CH3:5])([CH3:2])[CH3:3]. Reported procedure: To a solution of Intermediate 351D (1.2 g, 2.58 mmol) in THF (12 ml) was added 4-isocyanatobenzonitrile (0.446 g, 3.09 mmol) and the solution was stirred at room temperature overnight. The reaction mixture was concentrated and the crude product was purified by silica gel chromatography (40 g REDISEP® column, eluting with 16% EtOAc in hexanes). Fractions containing the product were combined and evaporated to afford Intermediate 351E (0.6 g, 38%) as a white solid. MS(ES): m/z=610 [M+H]+; 1H NMR (4... The reagents and catalysts are [Pt] (platinum on carbon). Procedure details: A 1 L rocking Parr hydrogenator was charged with a solution containing 19.11 g of 4-(4-chloro-5,6,7,8-tetrahydro-1-naphthoxy)-3,5-dimethyl-1-nitrobenzene in 600 mL of toluene. To this was then added 1.0 g of 5% platinum on carbon. This was then placed under an atmosphere of hydrogen at 100 psi. The internal pressure was maintained between 80 and 100 psi while hydrogen uptake continued. When the hydrogen uptake ceased, the contents of the hydrogenator were removed and the vessel washed with tolue... The yield is 99.5%. Product: ClC1=CC=C(C=2CCCCC12)OC1=C(C=C(N)C=C1C)C (4-(4-Chloro-5,6,7,8-tetrahydro-1-naphthoxy)-3,5-dimethylaniline). Reaction SMILES: [Cl:1][C:2]1[C:11]2[CH2:10][CH2:9][CH2:8][CH2:7][C:6]=2[C:5]([O:12][C:13]2[C:18]([CH3:19])=[CH:17][C:16]([N+:20]([O-])=O)=[CH:15][C:14]=2[CH3:23])=[CH:4][CH:3]=1.[H][H]>C1(C)C=CC=CC=1.[Pt]>[Cl:1][C:2]1[C:11]2[CH2:10][CH2:9][CH2:8][CH2:7][C:6]=2[C:5]([O:12][C:13]2[C:14]([CH3:23])=[CH:15][C:16]([NH2:20])=[CH:17][C:18]=2[CH3:19])=[CH:4][CH:3]=1. Solvent: C1(=CC=CC=C1)C (toluene). The reactants are [H][H] (hydrogen), ClC1=CC=C(C=2CCCCC12)OC1=C(C=C(C=C1C)[N+](=O)[O-])C (4-(4-chloro-5,6,7,8-tetrahydro-1-naphthoxy)-3,5-dimethyl-1-nitrobenzene), [H][H] (hydrogen). The reactants are N1CCCC1 (pyrrolidine), Cl.ClC1=NC2=CC=CC=C2C(=N1)NCCN(CC)CC (2-chloro-4-(2-diethylaminoethylamino)quinazoline hydrochloride), [OH-].[Na+] (sodium hydroxide), ice water. Run in O1CCCC1 (tetrahydrofuran), O1CCCC1 (tetrahydrofuran). Run at time 1 hour. Yields the product N1(CCCC1)C1=NC2=CC=CC=C2C(=N1)NCCN(CC)CC (2-pyrrolidinyl-4-(2-diethylaminoethylamino)quinazoline). Yield: 20.1%. Reaction SMILES: [NH:1]1[CH2:5][CH2:4][CH2:3][CH2:2]1.Cl.Cl[C:8]1[N:17]=[C:16]([NH:18][CH2:19][CH2:20][N:21]([CH2:24][CH3:25])[CH2:22][CH3:23])[C:15]2[C:10](=[CH:11][CH:12]=[CH:13][CH:14]=2)[N:9]=1.[OH-].[Na+]>O1CCCC1>[N:1]1([C:8]2[N:17]=[C:16]([NH:18][CH2:19][CH2:20][N:21]([CH2:24][CH3:25])[CH2:22][CH3:23])[C:15]3[C:10](=[CH:11][CH:12]=[CH:13][CH:14]=3)[N:9]=2)[CH2:5][CH2:4][CH2:3][CH2:2]1 |f:1.2,3.4|. Procedure: A solution of 6.4 g of pyrrolidine in 50 ml of tetrahydrofuran was added to 10 g of 2-chloro-4-(2-diethylaminoethylamino)quinazoline hydrochloride in 100 ml of tetrahydrofuran. The reaction mixture was stirred at ambient temperature for about one hour and then was heated at reflux for 5 hours. The reaction mixture was poured into ice-water, made alkaline by the addition of dilute aqueous sodium hydroxide solution, and extracted with ether. The ether extract was washed with water, dried over anhy...